This data is from the Open Reaction Database (ORD), a public repository of structured organic reaction records. The task is: describe an organic reaction: reactants, conditions, products, and yield The reactants are CN1C(=NC2=CC=CC(=C2C1=O)C)S (3,5-dimethyl-2-mercapto-4(3H)quinazolinone), BrCC1=CC=C(C(=O)C2=CC=C(C=C2)CBr)C=C1 (4,4'-bis (bromomethyl)benzophenone), CN1CCNCC1 (N-methylpiperazine), [OH-].[Na+].O (sodium hydroxide water). The solvent is CN(C)C=O (DMF). The product is CN1C(=NC2=CC=CC(=C2C1=O)C)SCC1=CC=C(C=C1)C(C1=CC=C(C=C1)CN1CCN(CC1)C)=O (3,5-Dimethyl-2-[4-[4-(4-methylpiperazinylmethyl)benzoyl]benzylthio]-4(3H)-quinazolinone). RXN SMILES: [CH3:1][N:2]1[C:11](=[O:12])[C:10]2[C:5](=[CH:6][CH:7]=[CH:8][C:9]=2[CH3:13])[N:4]=[C:3]1[SH:14].Br[CH2:16][C:17]1[CH:32]=[CH:31][C:20]([C:21]([C:23]2[CH:28]=[CH:27][C:26]([CH2:29]Br)=[CH:25][CH:24]=2)=[O:22])=[CH:19][CH:18]=1.[CH3:33][N:34]1[CH2:39][CH2:38][NH:37][CH2:36][CH2:35]1.[OH-].[Na+].O>CN(C=O)C>[CH3:1][N:2]1[C:11](=[O:12])[C:10]2[C:5](=[CH:6][CH:7]=[CH:8][C:9]=2[CH3:13])[N:4]=[C:3]1[S:14][CH2:16][C:17]1[CH:32]=[CH:31][C:20]([C:21](=[O:22])[C:23]2[CH:28]=[CH:27][C:26]([CH2:29][N:37]3[CH2:38][CH2:39][N:34]([CH3:33])[CH2:35][CH2:36]3)=[CH:25][CH:24]=2)=[CH:19][CH:18]=1 |f:3.4.5|. Procedure: A solution of 3,5-dimethyl-2-mercapto-4(3H)quinazolinone (1.03 g), 4,4'-bis (bromomethyl)benzophenone (1.75 g), N-methylpiperazine (500 ml) and 1N-sodium hydroxide/water (5.5 ml) in DMF (35 ml) was stirred at room temperature for 30 minutes. This reaction mixture was concentrated and the residue was dissolved in ethyl acetate, washed with water, dried, and concentrated. The residue was purified by silica gel column chromatography (chloroform: methanol: aqueous ammonia=40:1:0.1) to provide the ti... The reactants are N, COC(=O)CCc1cccnc1. The product is NC(=O)CCc1cccnc1. Reaction SMILES: [NH3:13].[n:1]1[cH:2][c:3]([CH2:7][CH2:8][C:9]([O:11][CH3:10])=[O:12])[cH:4][cH:5][cH:6]1>>[n:1]1[cH:2][c:3]([CH2:7][CH2:8][C:9](=[O:11])[NH2:13])[cH:4][cH:5][cH:6]1. Reactants: Cc1ccc(Br)cc1, CCCCCC, [Cl-], [Cl-], COC(=O)c1ccccc1I, [Li]CCCC, C1CCOC1, [Zn+2], c1ccc(P(c2ccccc2)(c2ccccc2)[Pd](P(c2ccccc2)(c2ccccc2)c2ccccc2)(P(c2ccccc2)(c2ccccc2)c2ccccc2)P(c2ccccc2)(c2ccccc2)c2ccccc2)cc1. Product: COC(=O)c1ccccc1-c1ccc(C)cc1. Reaction SMILES: [Br:6][c:7]1[cH:8][cH:9][c:10]([CH3:13])[cH:11][cH:12]1.[CH3:25][CH2:26][CH2:27][CH2:28][CH2:29][CH3:30].[Cl-:36].[Cl-:38].[I:14][c:15]1[c:16]([C:17](=[O:18])[O:19][CH3:20])[cH:21][cH:22][cH:23][cH:24]1.[Li:1][CH2:2][CH2:3][CH2:4][CH3:5].[O:31]1[CH2:32][CH2:33][CH2:34][CH2:35]1.[Zn+2:37].[cH:39]1[cH:40][cH:41][c:42]([P:43]([Pd:44]([P:45]([c:46]2[cH:47][cH:48][cH:49][cH:50][cH:51]2)([c:52]2[cH:53][cH:54][cH:55][cH:56][cH:57]2)[c:58]2[cH:59][cH:60][cH:61][cH:62][cH:63]2)([P:64]([c:65]2[cH:66][cH:67][cH:68][cH:69][cH:70]2)([c:71]2[cH:72][cH:73][cH:74][cH:75][cH:76]2)[c:77]2[cH:78][cH:79][cH:80][cH:81][cH:82]2)[P:83]([c:84]2[cH:85][cH:86][cH:87][cH:88][cH:89]2)([c:90]2[cH:91][cH:92][cH:93][cH:94][cH:95]2)[c:96]2[cH:97][cH:98][cH:99][cH:100][cH:101]2)([c:102]2[cH:103][cH:104][cH:105][cH:106][cH:107]2)[c:108]2[cH:109][cH:110][cH:111][cH:112][cH:113]2)[cH:114][cH:115]1>>[c:7]1(-[c:15]2[c:16]([C:17](=[O:18])[O:19][CH3:20])[cH:21][cH:22][cH:23][cH:24]2)[cH:8][cH:9][c:10]([CH3:13])[cH:11][cH:12]1. The reactants are N1C(=O)C(=O)C2=CC=CC=C12 (isatin), C(Cl)(Cl)Cl.CC(=O)C (chloroform acetone), C1(=CC=CC=C1)O (phenol), C1(=CC=CC2=CC=CC=C12)O (α-naphthol), C(C)O (ethanol). Reaction conditions: temperature 100 celsius. Yields the product OC1=CC=C(C2=CC=CC=C12)C1(C(NC2=CC=CC=C12)=O)C1=CC=C(C2=CC=CC=C12)O (3,3-bis-(4-hydroxynaphthyl)-oxindole). Isolated yield 80.0%. RXN SMILES: [NH:1]1[C:11]2[C:6](=[CH:7][CH:8]=[CH:9][CH:10]=2)[C:4](=O)[C:2]1=[O:3].[C:12]1([OH:22])[C:21]2[C:16](=[CH:17][CH:18]=[CH:19][CH:20]=2)[CH:15]=[CH:14][CH:13]=1.[CH2:23]([OH:25])[CH3:24].[C:26]1(O)[CH:31]=[CH:30][CH:29]=[CH:28][CH:27]=1.C(Cl)(Cl)Cl.[CH3:37][C:38](C)=O>>[OH:22][C:12]1[C:21]2[C:16](=[CH:17][CH:18]=[CH:19][CH:20]=2)[C:15]([C:4]2([C:37]3[C:26]4[C:27](=[CH:28][CH:29]=[CH:30][CH:31]=4)[C:23]([OH:25])=[CH:24][CH:38]=3)[C:6]3[C:11](=[CH:10][CH:9]=[CH:8][CH:7]=3)[NH:1][C:2]2=[O:3])=[CH:14][CH:13]=1 |f:4.5|. Reported procedure: 147 g of isatin and 720 g of α-naphthol are brought together and initially heated to 100° C. Hydrogen chloride gas dried over sulphuric acid is then passed in, during which the temperature rises to 150° C. After the exothermic reaction has subsided the reaction temperature is maintained at 115° C. for a further 5 hours and after cooling, 1,000 ml of ethanol are added to the solidified crystal mass. The crystals, freed from excess phenol, are filtered off and dried. 334 g (80% yield) of colorless... Starting materials: CCOCC, C=COCCCl, Cl, Oc1ccc(Oc2ccccc2)cc1. The product is CC(OCCCl)Oc1ccc(Oc2ccccc2)cc1. Reaction SMILES: [CH3:22][CH2:23][O:24][CH2:25][CH3:26].[Cl:1][CH2:2][CH2:3][O:4][CH:5]=[CH2:6].[ClH:7].[O:8]([c:9]1[cH:10][cH:11][cH:12][cH:13][cH:14]1)[c:15]1[cH:16][cH:17][c:18]([OH:21])[cH:19][cH:20]1>>[Cl:1][CH2:2][CH2:3][O:4][CH:5]([CH3:6])[O:21][c:18]1[cH:17][cH:16][c:15]([O:8][c:9]2[cH:10][cH:11][cH:12][cH:13][cH:14]2)[cH:20][cH:19]1. The reactants are BrCCCCl (1-bromo-3-chloropropane), O1CC(NC2=C1C=CC=C2)=O (2H-1,4-benzoxazin-3(4H)-one), [OH-].[Na+] (sodium hydroxide), O (water). Reagents/catalysts: [Cl-].C(C)[N+](CC1=CC=CC=C1)(CC)CC (N,N,N-triethylbenzenemethanaminium chloride). Solvent: CC1=CC=CC=C1 (methylbenzene). Reaction conditions: temperature 90 celsius, time 3 hour. The product is 10, ClCCCN1C(COC2=C1C=CC=C2)=O (4-(3-chloropropyl)-2H-1,4-benzoxazin-3(4H)-one). Reaction SMILES: [O:1]1[C:6]2[CH:7]=[CH:8][CH:9]=[CH:10][C:5]=2[NH:4][C:3](=[O:11])[CH2:2]1.[OH-].[Na+].O.Br[CH2:16][CH2:17][CH2:18][Cl:19]>[Cl-].C([N+](CC)(CC)CC1C=CC=CC=1)C.CC1C=CC=CC=1>[Cl:19][CH2:18][CH2:17][CH2:16][N:4]1[C:5]2[CH:10]=[CH:9][CH:8]=[CH:7][C:6]=2[O:1][CH2:2][C:3]1=[O:11] |f:1.2,5.6|. Reported procedure: To a stirred mixture of 9 parts of 2H-1,4-benzoxazin-3(4H)-one, 0.9 parts of N,N,N-triethylbenzenemethanaminium chloride, 9 parts of sodium hydroxide solution 50% and 24 parts of water are added 10.4 parts of 1-bromo-3-chloropropane at 30° C. The whole is heated to 90° C. and stirring is continued for 3 hours at this temperature. The reaction mixture is cooled to about 70° C., methylbenzene is added and the whole is stirred overnight at room temperature. The organic phase is separated, dried, fi... Starting materials: C(C1=CC=CC=C1)OC(=O)NC1C(N(C2=C(C(=N1)C1=CC=CC=C1)C=CC=C2)CC(C2=CC=CC=C2)=O)=O (3-(Benzoxycarbonyl)amino-2,3-dihydro-1-(2-oxo-2-phenylethyl)-5-phenyl-1H-1,4-benzodiazepin-2-one). Solvent: C(Cl)Cl (methylene chloride). Reaction conditions: time 1 hour. The product is NC1C(N(C2=C(C(=N1)C1=CC=CC=C1)C=CC=C2)CC(C2=CC=CC=C2)=O)=O (3-Amino-2,3-dihydro-1-(2-oxo-2-phenylethyl)-5-phenyl-1H-1,4-benzodiazepin-2-one). Yield: 83.5%. RXN SMILES: C(OC([NH:11][CH:12]1[N:18]=[C:17]([C:19]2[CH:24]=[CH:23][CH:22]=[CH:21][CH:20]=2)[C:16]2[CH:25]=[CH:26][CH:27]=[CH:28][C:15]=2[N:14]([CH2:29][C:30](=[O:37])[C:31]2[CH:36]=[CH:35][CH:34]=[CH:33][CH:32]=2)[C:13]1=[O:38])=O)C1C=CC=CC=1>C(Cl)Cl>[NH2:11][CH:12]1[N:18]=[C:17]([C:19]2[CH:24]=[CH:23][CH:22]=[CH:21][CH:20]=2)[C:16]2[CH:25]=[CH:26][CH:27]=[CH:28][C:15]=2[N:14]([CH2:29][C:30](=[O:37])[C:31]2[CH:32]=[CH:33][CH:34]=[CH:35][CH:36]=2)[C:13]1=[O:38]. Procedure details: A solution of 3-(Benzoxycarbonyl)amino-2,3-dihydro-1-(2-oxo-2-phenylethyl)-5-phenyl-1H-1,4-benzodiazepin-2-one (3.7 g, 7.36 mmol) in 100 mL of anhydrous methylene chloride was cooled to 0° C. under nitrogen. A stream of anhydrous HBr gas was then bubbled through this solution for 1 h. The bubbler was removed and the reaction was warmed to room temperature under nitrogen. After stirring 1 h the reaction was concentrated under vacuum and the residue was redissolved in 20 mL of methylene chloride. ... The reactants are O (water), ClCCCCC(=O)NC1=C(C=CC=C1)CC(=O)OCC (ethyl 2-(5-chlorovalerylamino)phenylacetate), CC(C)([O-])C.[K+] (potassium t-butoxide). Solvent: C1CCOC1 (THF), C1CCOC1 (THF). The product is C1=C2C(=C3N(C2=CC=C1)CCCC3)C(=O)OCC (Ethyl 6,7,8,9-tetrahydropyrido[1,2-a]indole-10-Carboxylate). The yield is 19.0%. RXN SMILES: Cl[CH2:2][CH2:3][CH2:4][CH2:5][C:6]([NH:8][C:9]1[CH:14]=[CH:13][CH:12]=[CH:11][C:10]=1[CH2:15][C:16]([O:18][CH2:19][CH3:20])=[O:17])=O.CC(C)([O-])C.[K+].O>C1COCC1>[CH:11]1[CH:12]=[CH:13][CH:14]=[C:9]2[C:10]=1[C:15]([C:16]([O:18][CH2:19][CH3:20])=[O:17])=[C:6]1[CH2:5][CH2:4][CH2:3][CH2:2][N:8]12 |f:1.2|. Procedure: A solution of ethyl 2-(5-chlorovalerylamino)phenylacetate (8.10 g, 0.027 mole) in dry THF (50 ml) was added to a stirred suspension of potassium t-butoxide (7.62 g, 0.068 mole) in dry THF (200 ml) at room temperature under nitrogen. After 1 h the purple solution produced was treated with water (10 ml) and concentrated in vacuo. The residue was shaken with ethyl acetate (200 ml) and sat.ammonium chloride solution (150 ml), then the organic layer separated, dried (Na2SO4) and concentrated in vacuo... Reactants: C1(=CC=CC=C1)P(C1=CC=CC=C1)C1=CC=CC=C1 (triphenylphosphine), C(C)OCCl (chloromethyl ethyl ether). Run in C1=CC=CC=C1 (benzene). Run at temperature 84 celsius. Yields the product [Cl-].C(C)OC[P+](C1=CC=CC=C1)(C1=CC=CC=C1)C1=CC=CC=C1 ((Ethoxymethyl)triphenylphosphonium chloride). As a reaction SMILES: [C:1]1([P:7]([C:14]2[CH:19]=[CH:18][CH:17]=[CH:16][CH:15]=2)[C:8]2[CH:13]=[CH:12][CH:11]=[CH:10][CH:9]=2)[CH:6]=[CH:5][CH:4]=[CH:3][CH:2]=1.[CH2:20]([O:22][CH2:23][Cl:24])[CH3:21]>C1C=CC=CC=1>[Cl-:24].[CH2:20]([O:22][CH2:23][P+:7]([C:1]1[CH:2]=[CH:3][CH:4]=[CH:5][CH:6]=1)([C:8]1[CH:13]=[CH:12][CH:11]=[CH:10][CH:9]=1)[C:14]1[CH:15]=[CH:16][CH:17]=[CH:18][CH:19]=1)[CH3:21] |f:3.4|. Procedure details: A solution of 99.66 g of triphenylphosphine and 37.82 g of chloromethyl ethyl ether in 240 ml of dry benzene was stirred and refluxed (84° C.) for 6 hours. The mixture then was chilled and filtered to give 7, as a white solid, mp 205°-206° C. The reactants are COC(CC1=C2C=CC(=NC2=CC=C1)OCC1=CC=CC=C1)=O ((2-Benzyloxy-quinolin-5-yl)-acetic acid methyl ester), CCOCC (ether), [H-].[Al+3].[Li+].[H-].[H-].[H-] (Lithium aluminum hydride). Conditions: temperature -10 celsius, time 1 hour. Reaction SMILES: CO[C:3](=O)[CH2:4][C:5]1[CH:14]=[CH:13][CH:12]=[C:11]2[C:6]=1[CH:7]=[CH:8][C:9]([O:15][CH2:16][C:17]1[CH:22]=[CH:21][CH:20]=[CH:19][CH:18]=1)=[N:10]2.[H-].[Al+3].[Li+].[H-].[H-].[H-].CC[O:32]CC>>[CH2:16]([O:15][C:9]1[CH:8]=[CH:7][C:6]2[C:11](=[CH:12][CH:13]=[CH:14][C:5]=2[CH:4]([OH:32])[CH3:3])[N:10]=1)[C:17]1[CH:22]=[CH:21][CH:20]=[CH:19][CH:18]=1 |f:1.2.3.4.5.6|. Product: C(C1=CC=CC=C1)OC1=NC2=CC=CC(=C2C=C1)C(C)O ((2-Benzyloxy-quinolin-5-yl)-ethanol). Procedure details: (2-Benzyloxy-quinolin-5-yl)-acetic acid methyl ester (0.198 g, 0.64 mmol) was dissolved in 10 mL of anhydrous ether, and cooled to −10° C. Lithium aluminum hydride (1.0M solution in ether, 0.5 mL, 0.5 mmol) was added and stirred at −10° C. for 1 h. The reaction was quenched with 0.5 mL water, then 0.5 mL 15% NaOH, then 1.5 mL water. A solution of Na, K tartrate was added to help solublized the salts. Ethyl acetate was added and the layers were separated. The aqueous layer was washed with ethyl a...